From a dataset of the Open Reaction Database (ORD), a public repository of structured organic reaction records. describe an organic reaction: reactants, conditions, products, and yield As a reaction SMILES: [C:30](=[O:31])([O-:32])[O-:33].[CH2:36]([CH3:37])[I:38].[Cl:1][c:2]1[c:3]([CH2:19][c:20]2[cH:21][cH:22][c:23]3[c:24]([cH:29]2)[NH:25][CH2:26][CH2:27][O:28]3)[cH:4][c:5]([CH:8]2[O:9][CH:10]([CH2:17][OH:18])[CH:11]([OH:16])[CH:12]([OH:15])[CH:13]2[OH:14])[cH:6][cH:7]1.[K+:34].[K+:35].[O:39]=[CH:40][N:41]([CH3:42])[CH3:43]>>[Cl:1][c:2]1[c:3]([CH2:19][c:20]2[cH:21][cH:22][c:23]3[c:24]([cH:29]2)[N:25]([CH2:36][CH3:37])[CH2:26][CH2:27][O:28]3)[cH:4][c:5]([CH:8]2[O:9][CH:10]([CH2:17][OH:18])[CH:11]([OH:16])[CH:12]([OH:15])[CH:13]2[OH:14])[cH:6][cH:7]1. The product is CCN1CCOc2ccc(Cc3cc(C4OC(CO)C(O)C(O)C4O)ccc3Cl)cc21. The reactants are O=C([O-])[O-], CCI, OCC1OC(c2ccc(Cl)c(Cc3ccc4c(c3)NCCO4)c2)C(O)C(O)C1O, [K+], [K+], CN(C)C=O. Starting materials: COC1=CC2=C(C(C3=C(C=C2)C=C(C=C3)C)C=3C(NC(NC3)=O)=O)C=C1 ((±)-5-[2-Methoxy-8-methyl-5H-dibenzo[a,d]cyclohepten-5-yl]-2,4(1H,3H)-pyrimidinedione). Solvent: ClCCl (dichloromethane), ClCCl (dichloromethane). Run at time 2 hour. Yields the product OC1=CC2=C(C(C3=C(C=C2)C=C(C=C3)C)C=3C(NC(NC3)=O)=O)C=C1 ((±)-5-[2-Hydroxy-8-methyl-5H-dibenzo[a,d]cyclohepten-5-yl]-2,4(1H,3H)-pyrimidinedione). RXN SMILES: C[O:2][C:3]1[CH:26]=[CH:25][C:6]2[CH:7]([C:17]3[C:18](=[O:24])[NH:19][C:20](=[O:23])[NH:21][CH:22]=3)[C:8]3[CH:15]=[CH:14][C:13]([CH3:16])=[CH:12][C:9]=3[CH:10]=[CH:11][C:5]=2[CH:4]=1>ClCCl>[OH:2][C:3]1[CH:26]=[CH:25][C:6]2[CH:7]([C:17]3[C:18](=[O:24])[NH:19][C:20](=[O:23])[NH:21][CH:22]=3)[C:8]3[CH:15]=[CH:14][C:13]([CH3:16])=[CH:12][C:9]=3[CH:10]=[CH:11][C:5]=2[CH:4]=1. Procedure: A solution of borontribromide (1.0M in dichloromethane) (10 ml) was added to a mixture of the product from example 23 step (iv) (1.4 g) in dichloromethane (20 ml). After stirring for 2 hours, the reaction mixture was partitioned between 2M hydrochloric acid and ethyl acetate. The organic layer was washed with water, dried (MgSO4) and evaporated under reduced pressure. Used directly in the next step. Procedure details: 7.1 mL of 3-methoxybenzaldehyde (58 mmoles), 9.953 g of 7-chloroquinaldine (56 mmoles) and 50 mL of acetic anhydride were mixed together and heated at 110° C. for 16 hours. After hydrolysis on ice, the product was extracted with ethyl acetate, washed with 5% sodium bicarbonate and brine and partially purified by flash chromatography using 10% ethyl acetate in hexane. Recrystallisation from ether: hexane yielded the title compound. Solvent: C(C)(=O)OC(C)=O (acetic anhydride). Run at temperature 110 celsius. Starting materials: COC=1C=C(C=O)C=CC1 (3-methoxybenzaldehyde), ClC1=CC=C2C=CC(=NC2=C1)C (7-chloroquinaldine). Reaction SMILES: [CH3:1][O:2][C:3]1[CH:4]=[C:5]([CH:8]=[CH:9][CH:10]=1)[CH:6]=O.[Cl:11][C:12]1[CH:21]=[C:20]2[C:15]([CH:16]=[CH:17][C:18]([CH3:22])=[N:19]2)=[CH:14][CH:13]=1>C(OC(=O)C)(=O)C>[Cl:11][C:12]1[CH:21]=[C:20]2[C:15]([CH:16]=[CH:17][C:18](/[CH:22]=[CH:6]/[C:5]3[CH:4]=[C:3]([O:2][CH3:1])[CH:10]=[CH:9][CH:8]=3)=[N:19]2)=[CH:14][CH:13]=1. Product: ClC1=CC=C2C=CC(=NC2=C1)/C=C/C=1C=C(C=CC1)OC ((E)-3-(2-(7-chloroquinolin-2-yl)ethenyl)anisole). Reactants: ClC1=NC=CC=C1C(C1=CC=C(C=C1)NCCN(C)C)=O (2-chloro-3-[4-(2-dimethylaminoethylamino)benzoyl]pyridine), CNN (methylhydrazine), C(\C=C/C(=O)[O-])(=O)[O-] (maleate). The product is CN1N=C(C=2C1=NC=CC2)C2=CC=C(C=C2)NCCN(C)C.C(\C=C/C(=O)[O-])(=O)[O-] (1-methyl-3-[4-(2-dimethylaminoethylamino)phenyl]-1H-pyrazolo[3,4-b]pyridine·maleate). As a reaction SMILES: Cl[C:2]1[C:7]([C:8](=O)[C:9]2[CH:14]=[CH:13][C:12]([NH:15][CH2:16][CH2:17][N:18]([CH3:20])[CH3:19])=[CH:11][CH:10]=2)=[CH:6][CH:5]=[CH:4][N:3]=1.[CH3:22][NH:23][NH2:24].[C:25]([O-:32])(=[O:31])/[CH:26]=[CH:27]\[C:28]([O-:30])=[O:29]>>[CH3:22][N:23]1[C:2]2=[N:3][CH:4]=[CH:5][CH:6]=[C:7]2[C:8]([C:9]2[CH:14]=[CH:13][C:12]([NH:15][CH2:16][CH2:17][N:18]([CH3:20])[CH3:19])=[CH:11][CH:10]=2)=[N:24]1.[C:25]([O-:32])(=[O:31])/[CH:26]=[CH:27]\[C:28]([O-:30])=[O:29] |f:3.4|. Procedure details: By conducting reactions and treatments in the same manner as in Example 42, using 5.8 g of 2-chloro-3-[4-(2-dimethylaminoethylamino)benzoyl]pyridine and 1.2 g of methylhydrazine, converting into the maleate and recrystallizing from ethyl acetate, there was obtained 1-methyl-3-[4-(2-dimethylaminoethylamino)phenyl]-1H-pyrazolo[3,4-b]pyridine·maleate, m.p. 88°-90° C.